Dataset: the Open Reaction Database (ORD), a public repository of structured organic reaction records. Task: describe an organic reaction: reactants, conditions, products, and yield Reactants: ClC1=C(C(=O)C(C(=O)OCC)=CNC2CC2)C(=CC(=C1F)Cl)F (ethyl 2-(2,4-dichloro-3,6-difluorobenzoyl)-3-cyclopropylamino-acrylate), C([O-])([O-])=O.[K+].[K+] (potassium carbonate), ice water. The solvent is CN(C=O)C (dimethylformamide). Yields the product ClC1=C2C(C(=CN(C2=CC(=C1F)Cl)C1CC1)C(=O)OCC)=O (ethyl 5,7-dichloro-1-cyclopropyl-6-fluoro-1,4-dihydro-4-oxo-3-quinolinecarboxylate). Yield: 91.7%. As a reaction SMILES: [Cl:1][C:2]1[C:20]([F:21])=[C:19]([Cl:22])[CH:18]=[C:17](F)[C:3]=1[C:4]([C:6](=[CH:12][NH:13][CH:14]1[CH2:16][CH2:15]1)[C:7]([O:9][CH2:10][CH3:11])=[O:8])=[O:5].C(=O)([O-])[O-].[K+].[K+]>CN(C)C=O>[Cl:1][C:2]1[C:20]([F:21])=[C:19]([Cl:22])[CH:18]=[C:17]2[C:3]=1[C:4](=[O:5])[C:6]([C:7]([O:9][CH2:10][CH3:11])=[O:8])=[CH:12][N:13]2[CH:14]1[CH2:16][CH2:15]1 |f:1.2.3|. Procedure: 6 g of ethyl 2-(2,4-dichloro-3,6-difluorobenzoyl)-3-cyclopropylamino-acrylate are heated in 100 ml of dimethylformamide at 150° C. with 2.75 g of potassium carbonate for 2.5 hours. The mixture is poured into 600 ml of ice-water and the precipitate is filtered off with suction, washed with water and dried. 5.2 g of ethyl 5,7-dichloro-1-cyclopropyl-6-fluoro-1,4-dihydro-4-oxo-3-quinolinecarboxylate of melting point 227°-229° C. are obtained. Reactants: C(C=C)C12C3C(C(C=C1)C2)C(=O)OC3=O (allyl-bicyclo[2.2.1]-hept-5-ene-2,3-dicarboxylic acid anhydride), C(C1=CC=CC=C1)N (benzylamine). Product: C(C1=CC=CC=C1)N=C(O)C1C2(C=CC(C1C(=O)O)C2)CC=C (Allyl-bicyclo[2.2.1]hept-5-ene-2,3-dicarboxylic acid N-benzylimide). Reaction SMILES: [CH2:1]([C:4]12[CH2:10][CH:7]([CH:8]=[CH:9]1)[CH:6]1[C:11]([O:13][C:14](=[O:15])[CH:5]21)=[O:12])[CH:2]=[CH2:3].[CH2:16]([NH2:23])[C:17]1[CH:22]=[CH:21][CH:20]=[CH:19][CH:18]=1>>[CH2:16]([N:23]=[C:14]([CH:5]1[CH:6]([C:11]([OH:13])=[O:12])[CH:7]2[CH2:10][C:4]1([CH2:1][CH:2]=[CH2:3])[CH:9]=[CH:8]2)[OH:15])[C:17]1[CH:22]=[CH:21][CH:20]=[CH:19][CH:18]=1. Procedure details: 102 g of allyl-bicyclo[2.2.1]-hept-5-ene-2,3-dicarboxylic acid anhydride and 85.6 g of benzylamine are boiled under reflux for 2 hours. Water and excess benzylamine are then distilled off (39 ml at 105° C. under 4,132 Pa). Starting materials: BrC=1C=C(C(=O)NC2=CC=C(C=C2)OC(F)(F)F)C=CN1 (2-bromo-N-(4-(trifluoromethoxy)phenyl)isonicotinamide), N1=CN=CC(=C1)B(O)O (5-pyrimidine boronic acid). Yields the product N1=CN=CC(=C1)C=1C=C(C(=O)NC2=CC=C(C=C2)OC(F)(F)F)C=CN1 (2-(Pyrimidin-5-yl)-N-(4-(trifluoromethoxy)phenyl)isonicotinamide). Reaction SMILES: Br[C:2]1[CH:3]=[C:4]([CH:19]=[CH:20][N:21]=1)[C:5]([NH:7][C:8]1[CH:13]=[CH:12][C:11]([O:14][C:15]([F:18])([F:17])[F:16])=[CH:10][CH:9]=1)=[O:6].[N:22]1[CH:27]=[C:26](B(O)O)[CH:25]=[N:24][CH:23]=1>>[N:22]1[CH:27]=[C:26]([C:2]2[CH:3]=[C:4]([CH:19]=[CH:20][N:21]=2)[C:5]([NH:7][C:8]2[CH:13]=[CH:12][C:11]([O:14][C:15]([F:18])([F:17])[F:16])=[CH:10][CH:9]=2)=[O:6])[CH:25]=[N:24][CH:23]=1. Procedure details: The title compound was prepared in an analogous fashion to that described in Example 69 using 2-bromo-N-(4-(trifluoromethoxy)phenyl)isonicotinamide and 5-pyrimidine boronic acid to afford a grey solid. UPLC-MS (Condition 1) tR2.31 min, m/z=361.0 [M+H]+; 1H-NMR (400 MHz, DMSO-d6) δ ppm 7.43 (d, J=8.56 Hz, 2H) 7.92 (d, J=9.29 Hz, 3H) 8.58 (s, 1H) 8.96 (d, J=5.14 Hz, 1H) 9.31 (s, 1H) 9.53 (s, 2H) 10.74 (s, 1H). RXN SMILES: [C:1](=[O:2])([O-:3])[O-:4].[C:7]([CH3:8])([CH3:9])([CH3:10])[O:11][C:12]([CH2:13][CH2:14][CH2:15][CH2:16][Br:17])=[O:18].[CH3:28][S:29]([CH3:30])=[O:31].[CH3:32][CH2:33][O:34][C:35](=[O:36])[CH3:37].[Cl:19][c:20]1[n:21][cH:22][c:23]([OH:26])[cH:24][n:25]1.[K+:5].[K+:6].[OH2:27]>>[C:7]([CH3:8])([CH3:9])([CH3:10])[O:11][C:12]([CH2:13][CH2:14][CH2:15][CH2:16][O:26][c:23]1[cH:22][n:21][c:20]([Cl:19])[n:25][cH:24]1)=[O:18]. Product: CC(C)(C)OC(=O)CCCCOc1cnc(Cl)nc1. Reactants: O=C([O-])[O-], CC(C)(C)OC(=O)CCCCBr, CS(C)=O, CCOC(C)=O, Oc1cnc(Cl)nc1, [K+], [K+], O. Starting materials: C1(=C(C=CC=C1)C(CCC(=O)OC)N)C1=CC=CC=C1 (methyl 4-([1,1′-biphenyl]-2-yl)-4-aminobutanoate), CC=1SC=C(N1)C=1C=C(C=O)C=CC1 (3-(2-methylthiazol-4-yl)benzaldehyde). Product: C1(=C(C=CC=C1)C1CCC(N1CC1=CC(=CC=C1)C=1N=C(SC1)C)=O)C1=CC=CC=C1 (5-([1,1′-biphenyl]-2-yl)-1-(3-(2-methylthiazol-4-yl)benzyl)pyrrolidin-2-one). As a reaction SMILES: [C:1]1([C:15]2[CH:20]=[CH:19][CH:18]=[CH:17][CH:16]=2)[CH:6]=[CH:5][CH:4]=[CH:3][C:2]=1[CH:7]([NH2:14])[CH2:8][CH2:9][C:10]([O:12]C)=O.[CH3:21][C:22]1[S:23][CH:24]=[C:25]([C:27]2[CH:28]=[C:29]([CH:32]=[CH:33][CH:34]=2)[CH:30]=O)[N:26]=1>>[C:1]1([C:15]2[CH:20]=[CH:19][CH:18]=[CH:17][CH:16]=2)[CH:6]=[CH:5][CH:4]=[CH:3][C:2]=1[CH:7]1[N:14]([CH2:30][C:29]2[CH:32]=[CH:33][CH:34]=[C:27]([C:25]3[N:26]=[C:22]([CH3:21])[S:23][CH:24]=3)[CH:28]=2)[C:10](=[O:12])[CH2:9][CH2:8]1. Reported procedure: Prepared according to the described general procedure 2 (GP2) by reaction of methyl 4-([1,1′-biphenyl]-2-yl)-4-aminobutanoate with commercially available 3-(2-methylthiazol-4-yl)benzaldehyde. Subsequent purification by preparative HPLC afforded the target compound. LC-MS (conditions A): tR=0.92 min.; [M+H]+: 425.01 g/mol. The reactants are CCO, [Ca+2], [Cl-], [Cl-], O=[N+]([O-])c1cc(O)c(Cl)cc1F, [Fe]. The product is Nc1cc(O)c(Cl)cc1F. RXN SMILES: [CH3:16][CH2:17][OH:18].[Ca+2:15].[Cl-:13].[Cl-:14].[Cl:1][c:2]1[c:3]([OH:12])[cH:4][c:5]([N+:9]([O-:10])=[O:11])[c:6]([F:8])[cH:7]1.[Fe:19]>>[Cl:1][c:2]1[c:3]([OH:12])[cH:4][c:5]([NH2:9])[c:6]([F:8])[cH:7]1. Reactants: CC=1C=CC=C2C=CC=NC12 (8-methylquinoline), ClC1=CC(=CC=C1)C(=O)OO (m-chloroperbenzoic acid), C(O)([O-])=O.[Na+] (sodium hydrogen carbonate), ClC1=CC(=CC=C1)C(=O)OO (m-chloroperbenzoic acid). Run in C(Cl)(Cl)Cl (chloroform). Conditions: time 8 hour. Yields the product CC=1C=CC=C2C=CC=[N+](C12)[O-] (8-methylquinoline N-oxide). Reaction SMILES: [CH3:1][C:2]1[CH:3]=[CH:4][CH:5]=[C:6]2[C:11]=1[N:10]=[CH:9][CH:8]=[CH:7]2.ClC1C=CC=C(C(OO)=[O:20])C=1.C(=O)([O-])O.[Na+]>C(Cl)(Cl)Cl>[CH3:1][C:2]1[CH:3]=[CH:4][CH:5]=[C:6]2[C:11]=1[N+:10]([O-:20])=[CH:9][CH:8]=[CH:7]2 |f:2.3|. Procedure details: To 40 mL of a chloroform solution containing 2.0 g of 8-methylquinoline, 3.6 g of m-chloroperbenzoic acid was added, and the mixture was stirred at room temperature overnight. Thereto was added 1.0 g of m-chloroperbenzoic acid, and the mixture was stirred at room temperature overnight. An aqueous saturated sodium hydrogen carbonate solution was added to the reaction mixture, the organic layer was separated, and the aqueous layer was extracted with chloroform. The organic layer and the extract we... Reactants: COC(=O)C1=C(C=CC=C1)NC(\C=C\C1=CC2=CC=C(C=C2C=C1)F)=O (trans-3-(6-fluoro-naphth-2-yl)-acrylic acid-N-(2-methoxycarbonyl-phenyl)-amide), [OH-].[Na+] (sodium hydroxide). Solvent: CO (methanol). Yields the product C(=O)(O)C1=C(C=CC=C1)NC(\C=C\C1=CC2=CC=C(C=C2C=C1)F)=O (Trans-3-(6-fluoro-naphth-2-yl)-acrylic acid-N-(2-carboxy-phenyl)-amide). Reaction SMILES: C[O:2][C:3]([C:5]1[CH:10]=[CH:9][CH:8]=[CH:7][C:6]=1[NH:11][C:12](=[O:26])/[CH:13]=[CH:14]/[C:15]1[CH:24]=[CH:23][C:22]2[C:17](=[CH:18][CH:19]=[C:20]([F:25])[CH:21]=2)[CH:16]=1)=[O:4].[OH-].[Na+]>CO>[C:3]([C:5]1[CH:10]=[CH:9][CH:8]=[CH:7][C:6]=1[NH:11][C:12](=[O:26])/[CH:13]=[CH:14]/[C:15]1[CH:24]=[CH:23][C:22]2[C:17](=[CH:18][CH:19]=[C:20]([F:25])[CH:21]=2)[CH:16]=1)([OH:4])=[O:2] |f:1.2|. Reported procedure: Prepared analogously to Example 2 from trans-3-(6-fluoro-naphth-2-yl)-acrylic acid-N-(2-methoxycarbonyl-phenyl)-amide and sodium hydroxide solution in methanol. The reactants are ClCCCCC#C (6-Chlorohex-1-yne), ClC1=NC=CC=C1N (2-chloropyridin-3-amine), C(=O)([O-])[O-].[K+].[K+] (K2CO3), C1=CC=C(C=C1)P(CCCCP(C2=CC=CC=C2)C3=CC=CC=C3)C4=CC=CC=C4 (dppb). Reagents/catalysts: CC(=O)[O-].CC(=O)[O-].[Pd+2] (Pd(OAc)2). Run in CC#N (CH3CN). Run at time 30 minute. The product is ClCCCCC#CC1=NC=CC=C1N (2-(6-Chlorohex-1-ynyl)pyridin-3-amine). The yield is 14.4%. RXN SMILES: Cl[C:2]1[C:7]([NH2:8])=[CH:6][CH:5]=[CH:4][N:3]=1.C([O-])([O-])=O.[K+].[K+].C1C=CC(P(C2C=CC=CC=2)CCCCP(C2C=CC=CC=2)C2C=CC=CC=2)=CC=1.[Cl:45][CH2:46][CH2:47][CH2:48][CH2:49][C:50]#[CH:51]>CC([O-])=O.CC([O-])=O.[Pd+2].CC#N>[Cl:45][CH2:46][CH2:47][CH2:48][CH2:49][C:50]#[C:51][C:2]1[C:7]([NH2:8])=[CH:6][CH:5]=[CH:4][N:3]=1 |f:1.2.3,6.7.8|. Procedure details: A mixture of 2-chloropyridin-3-amine (2571 mg), K2CO3 (8292 mg), Pd(OAc)2 (180 mg), dppb (682 mg) and CH3CN (25 mL) was stirred at room temperature under Ar atmosphere for 30 min. 6-Chlorohex-1-yne (2565 mg) was added to the mixture, and the mixture was stirred at 80° C. under Ar atmosphere for 24 h. The mixture was filtrated and insoluble material was washed with CH3CN. The filtrate was concentrated under reduced pressure, and the residue was purified by silica gel column chromatography (AcOEt/... Reactants: Cl.Cl.C(C)(C)(C)OC(=O)N(C1=CC=C(C=N1)/C=C/C(=O)OCC)[C@H]1CNCC1 (ethyl (2E)-3-(6-{(tert-butoxycarbonyl)[(3R)-3-pyrrolidinyl]amino}-3-pyridinyl)acrylate dihydrochloride), BrCCOC1=CC=CC=C1 ((2-bromoethoxy)benzene), C(=O)([O-])[O-].[Na+].[Na+] (Na2CO3). Run in CN(C)C=O (DMF). Run at temperature 100 celsius, time 3 hour. Product: C(C)(C)(C)OC(=O)N(C1=CC=C(C=N1)/C=C/C(=O)OCC)[C@H]1CN(CC1)CCOC1=CC=CC=C1 (ethyl (2E)-3-(6-{(tert-butoxycarbonyl)[(3R)-1-(2-phenoxyethyl)-3-pyrrolidinyl]amino}-3-pyridinyl)acrylate). Yield: 93.1%. RXN SMILES: Cl.Cl.[C:3]([O:7][C:8]([N:10]([C@@H:24]1[CH2:28][CH2:27][NH:26][CH2:25]1)[C:11]1[N:16]=[CH:15][C:14](/[CH:17]=[CH:18]/[C:19]([O:21][CH2:22][CH3:23])=[O:20])=[CH:13][CH:12]=1)=[O:9])([CH3:6])([CH3:5])[CH3:4].Br[CH2:30][CH2:31][O:32][C:33]1[CH:38]=[CH:37][CH:36]=[CH:35][CH:34]=1.C([O-])([O-])=O.[Na+].[Na+]>CN(C=O)C>[C:3]([O:7][C:8]([N:10]([C@@H:24]1[CH2:28][CH2:27][N:26]([CH2:30][CH2:31][O:32][C:33]2[CH:38]=[CH:37][CH:36]=[CH:35][CH:34]=2)[CH2:25]1)[C:11]1[N:16]=[CH:15][C:14](/[CH:17]=[CH:18]/[C:19]([O:21][CH2:22][CH3:23])=[O:20])=[CH:13][CH:12]=1)=[O:9])([CH3:4])([CH3:5])[CH3:6] |f:0.1.2,4.5.6|. Reported procedure: To a mixture of ethyl (2E)-3-(6-{(tert-butoxycarbonyl)[(3R)-3-pyrrolidinyl]amino}-3-pyridinyl)acrylate dihydrochloride (500 mg), (2-bromoethoxy)benzene (347 mg), and DMF (5 mL) was added Na2CO3 (488 mg). After stirring for 3 hours at 100° C., the reaction mixture was partitioned between ethyl acetate and H2O. The organic layer was washed with H2O, dried over MgSO4, filtered, and evaporated in vacuo. The residue was purified by column chromatography on silica gel to give ethyl (2E)-3-(6-{(tert-bu...